From a dataset of the Open Reaction Database (ORD), a public repository of structured organic reaction records. describe an organic reaction: reactants, conditions, products, and yield Reactants: C, CO, O=C(Nc1cc(Oc2ccc([N+](=O)[O-])cc2F)ccn1)N1CCN(CCN2CCC2)CC1, C1CCOC1, [Pd]. Product: Nc1ccc(Oc2ccnc(NC(=O)N3CCN(CCN4CCC4)CC3)c2)c(F)c1. As a reaction SMILES: [C:40].[CH3:38][OH:39].[F:1][c:2]1[c:3]([O:4][c:5]2[cH:6][c:7]([NH:11][C:12](=[O:13])[N:14]3[CH2:15][CH2:16][N:17]([CH2:20][CH2:21][N:22]4[CH2:23][CH2:24][CH2:25]4)[CH2:18][CH2:19]3)[n:8][cH:9][cH:10]2)[cH:26][cH:27][c:28]([N+:30]([O-:31])=[O:32])[cH:29]1.[O:33]1[CH2:34][CH2:35][CH2:36][CH2:37]1.[Pd:41]>>[F:1][c:2]1[c:3]([O:4][c:5]2[cH:6][c:7]([NH:11][C:12](=[O:13])[N:14]3[CH2:15][CH2:16][N:17]([CH2:20][CH2:21][N:22]4[CH2:23][CH2:24][CH2:25]4)[CH2:18][CH2:19]3)[n:8][cH:9][cH:10]2)[cH:26][cH:27][c:28]([NH2:30])[cH:29]1. As a reaction SMILES: [CH3:1][O:2][C:3]1[CH:4]=[C:5]2[C:9](=[CH:10][CH:11]=1)[NH:8][N:7]=[C:6]2[C:12]([NH:14][CH2:15][CH:16]1[CH2:21][CH2:20][N:19]([CH2:22][C:23]2SC=C(C(OC)=O)N=2)[CH2:18][CH2:17]1)=[O:13].ClCC1[O:38][C:37]([C:39]([O:41][CH2:42][CH3:43])=[O:40])=[CH:36][CH:35]=1>>[CH3:1][O:2][C:3]1[CH:4]=[C:5]2[C:9](=[CH:10][CH:11]=1)[NH:8][N:7]=[C:6]2[C:12]([NH:14][CH2:15][CH:16]1[CH2:17][CH2:18][N:19]([CH2:22][C:23]2[O:38][C:37]([C:39]([O:41][CH2:42][CH3:43])=[O:40])=[CH:36][CH:35]=2)[CH2:20][CH2:21]1)=[O:13]. Product: COC=1C=C2C(=NNC2=CC1)C(=O)NCC1CCN(CC1)CC1=CC=C(O1)C(=O)OCC (Ethyl 5-{[4-({[(5-methoxy-1H-indazol-3-yl)carbonyl]amino}methyl) piperidin-1-yl]methyl}furan-2-carboxylate). Procedure: Ethyl 5-{[4-({[(5-methoxy-1H-indazol-3-yl)carbonyl]amino}methyl) piperidin-1-yl]methyl}furan-2-carboxylate 23 was prepared, according to the procedure described for compound 7, starting from ethyl 5-(chloromethyl)furan-2-carboxylate. Yield: 290 mg, 71%. Reactants: COC=1C=C2C(=NNC2=CC1)C(=O)NCC1CCN(CC1)CC=1SC=C(N1)C(=O)OC (methyl 2-{[4-({[(5-methoxy-1H-indazol-3-yl)carbonyl]amino}methyl)piperidin-1-yl]methyl}-1,3-thiazole-4-carboxylate), ClCC1=CC=C(O1)C(=O)OCC (ethyl 5-(chloromethyl)furan-2-carboxylate). Reactants: CNCc1cccc(OCOC)c1, Clc1cnc(-c2ccccc2)c(-c2ccccc2)n1. RXN SMILES: [CH3:20][O:21][CH2:22][O:23][c:24]1[cH:25][c:26]([CH2:27][NH:28][CH3:29])[cH:30][cH:31][cH:32]1.[Cl:1][c:2]1[n:3][c:4](-[c:14]2[cH:15][cH:16][cH:17][cH:18][cH:19]2)[c:5](-[c:8]2[cH:9][cH:10][cH:11][cH:12][cH:13]2)[n:6][cH:7]1>>[c:2]1([N:28]([CH2:27][c:26]2[cH:25][c:24]([O:23][CH2:22][O:21][CH3:20])[cH:32][cH:31][cH:30]2)[CH3:29])[n:3][c:4](-[c:14]2[cH:15][cH:16][cH:17][cH:18][cH:19]2)[c:5](-[c:8]2[cH:9][cH:10][cH:11][cH:12][cH:13]2)[n:6][cH:7]1. Yields the product COCOc1cccc(CN(C)c2cnc(-c3ccccc3)c(-c3ccccc3)n2)c1.